Dataset: the Open Reaction Database (ORD), a public repository of structured organic reaction records. Task: describe an organic reaction: reactants, conditions, products, and yield RXN SMILES: [CH2:33]([c:34]1[cH:35][cH:36][cH:37][cH:38][cH:39]1)[c:40]1[cH:41][cH:42][cH:43][c:44]2[c:48]1[O:47][CH:46]([CH2:49][N:50]=[N+:51]=[N-:52])[CH2:45]2.[CH3:1][c:2]1[cH:3][cH:4][c:5]([S:6]([O:7][CH2:8][CH:9]2[CH2:10][c:11]3[cH:12][cH:13][cH:14][c:15]([CH2:16][c:17]4[cH:18][cH:19][cH:20][cH:21][cH:22]4)[c:23]3[O:24]2)(=[O:25])=[O:26])[cH:27][cH:28]1.[ClH:56].[N-:30]=[N+:31]=[N-:32].[N-:53]=[N+:54]=[N-:55].[Na+:29]>>[CH2:33]([c:34]1[cH:35][cH:36][cH:37][cH:38][cH:39]1)[c:40]1[cH:41][cH:42][cH:43][c:44]2[c:48]1[O:47][CH:46]([CH2:49][NH2:50])[CH2:45]2. The reactants are [N-]=[N+]=NCC1Cc2cccc(Cc3ccccc3)c2O1, Cc1ccc(S(=O)(=O)OCC2Cc3cccc(Cc4ccccc4)c3O2)cc1, Cl, [N-]=[N+]=[N-], [N-]=[N+]=[N-], [Na+]. Yields the product NCC1Cc2cccc(Cc3ccccc3)c2O1. Reactants: C(C)(C)(C)OC(=O)N(CC(=O)O)C (2-(tert-butoxycarbonyl(methyl)amino)acetic acid), ClC=1C=C(C=CC1)NCCCNC(OC)=O (methyl 3-(3-chlorophenylamino)propylcarbamate), C1CCC(CC1)N=C=NC2CCCCC2 (DCC). Reagents/catalysts: CN(C)C=1C=CN=CC1 (DMAP). Run in C(Cl)Cl (CH2Cl2). Reaction conditions: time 24 hour. The product is ClC=1C=C(C=CC1)N(C(CN(C(OC(C)(C)C)=O)C)=O)CCCNC(=O)OC (tert-butyl 2-((3-chlorophenyl)(3-(methoxycarbonylamino)propyl)amino)-2-oxoethyl(methyl)carbamate). Reaction SMILES: [C:1]([O:5][C:6]([N:8]([CH3:13])[CH2:9][C:10]([OH:12])=O)=[O:7])([CH3:4])([CH3:3])[CH3:2].[Cl:14][C:15]1[CH:16]=[C:17]([NH:21][CH2:22][CH2:23][CH2:24][NH:25][C:26](=[O:29])[O:27][CH3:28])[CH:18]=[CH:19][CH:20]=1.C1CCC(N=C=NC2CCCCC2)CC1>C(Cl)Cl.CN(C1C=CN=CC=1)C>[Cl:14][C:15]1[CH:16]=[C:17]([N:21]([CH2:22][CH2:23][CH2:24][NH:25][C:26]([O:27][CH3:28])=[O:29])[C:10](=[O:12])[CH2:9][N:8]([CH3:13])[C:6](=[O:7])[O:5][C:1]([CH3:2])([CH3:3])[CH3:4])[CH:18]=[CH:19][CH:20]=1. Reported procedure: To a solution of 2-(tert-butoxycarbonyl(methyl)amino)acetic acid in CH2Cl2 at 0° C. under argon atmosphere was added DMAP, methyl 3-(3-chlorophenylamino)propylcarbamate and DCC. The reaction mixture was allowed to stir at room temperature for 24 h. The resulting suspension was filtered, the filtrate concentrated under reduced pressure and the crude residue was subjected to silica gel chromatography to give tert-butyl 2-((3-chlorophenyl)(3-(methoxycarbonylamino)propyl)amino)-2-oxoethyl(methyl)car... The reactants are C(C)(C)(C)OC(NC1=C(C=C(C(=C1)C)Cl)N)=O ((2-amino-4-chloro-5-methyl-phenyl)-carbamic acid tert-butyl ester), C(C)(C)(C)OC(CC(=O)C1=CC(=CC=C1)C1=NC(=CN=C1)C)=O (3-[3-(6-methyl-pyrazin-2-yl)-phenyl]-3-oxo-propionic acid tert-butyl ester). Product: C(C)(C)(C)OC(NC1=C(C=C(C(=C1)C)Cl)NC(CC(=O)C1=CC(=CC=C1)C1=NC(=CN=C1)C)=O)=O ((4-Chloro-5-methyl-2-{3-[3-(6-methyl-pyrazin-2-yl)-phenyl]-3-oxo-propionylamino}-phenyl)-carbamic acid tert-butyl ester), foam. Yield: 95.0%. As a reaction SMILES: [C:1]([O:5][C:6](=[O:17])[NH:7][C:8]1[CH:13]=[C:12]([CH3:14])[C:11]([Cl:15])=[CH:10][C:9]=1[NH2:16])([CH3:4])([CH3:3])[CH3:2].C([O:22][C:23](=O)[CH2:24][C:25]([C:27]1[CH:32]=[CH:31][CH:30]=[C:29]([C:33]2[CH:38]=[N:37][CH:36]=[C:35]([CH3:39])[N:34]=2)[CH:28]=1)=[O:26])(C)(C)C>>[C:1]([O:5][C:6](=[O:17])[NH:7][C:8]1[CH:13]=[C:12]([CH3:14])[C:11]([Cl:15])=[CH:10][C:9]=1[NH:16][C:23](=[O:22])[CH2:24][C:25]([C:27]1[CH:32]=[CH:31][CH:30]=[C:29]([C:33]2[CH:38]=[N:37][CH:36]=[C:35]([CH3:39])[N:34]=2)[CH:28]=1)=[O:26])([CH3:4])([CH3:2])[CH3:3]. Procedure: The title compound was prepared from (2-amino-4-chloro-5-methyl-phenyl)-carbamic acid tert-butyl ester (Example J22) (257 mg, 1.0 mmol) and 3-[3-(6-methyl-pyrazin-2-yl)-phenyl]-3-oxo-propionic acid tert-butyl ester (Example K16) (312 mg, 1.0 mmol) according to the general procedure M. Obtained as a light brown foam (470 mg, 95%). Reactants: COc1ccc(CN2C(=O)CN(Cc3cccc(CC(NC(=O)OC(C)(C)C)C(=O)OCc4ccccc4)c3)S2(=O)=O)cc1, CCOC(C)=O, CCO, [H][H]. The product is COc1ccc(CN2C(=O)CN(Cc3cccc(CC(NC(=O)OC(C)(C)C)C(=O)O)c3)S2(=O)=O)cc1. Reaction SMILES: [CH2:1]([c:2]1[cH:3][cH:4][cH:5][cH:6][cH:7]1)[O:8][C:9]([CH:10]([CH2:11][c:12]1[cH:13][c:14]([CH2:18][N:19]2[S:20](=[O:34])(=[O:35])[N:21]([CH2:25][c:26]3[cH:27][cH:28][c:29]([O:32][CH3:33])[cH:30][cH:31]3)[C:22](=[O:24])[CH2:23]2)[cH:15][cH:16][cH:17]1)[NH:36][C:37](=[O:38])[O:39][C:40]([CH3:41])([CH3:42])[CH3:43])=[O:44].[CH3:47][CH2:48][O:49][C:50]([CH3:51])=[O:52].[CH3:53][CH2:54][OH:55].[H:45][H:46]>>[O:8]=[C:9]([CH:10]([CH2:11][c:12]1[cH:13][c:14]([CH2:18][N:19]2[S:20](=[O:34])(=[O:35])[N:21]([CH2:25][c:26]3[cH:27][cH:28][c:29]([O:32][CH3:33])[cH:30][cH:31]3)[C:22](=[O:24])[CH2:23]2)[cH:15][cH:16][cH:17]1)[NH:36][C:37](=[O:38])[O:39][C:40]([CH3:41])([CH3:42])[CH3:43])[OH:44].